This data is from the Open Reaction Database (ORD), a public repository of structured organic reaction records. The task is: describe an organic reaction: reactants, conditions, products, and yield Starting materials: ClC1=CC=C(C=C1)O (4-chloro-phenol), ClC1=NC(=CC2=C(C(=CC=C12)OC)OC)NC1=NNC(=C1)C ((1-Chloro-5,6-dimethoxy-isoquinolin-3-yl)-(5-methyl-1H-pyrazol-3-yl)-amine). Product: ClC1=CC=C(OC2=NC(=CC3=C(C(=CC=C23)OC)OC)NC2=NNC(=C2)C)C=C1 ([1-(4-chloro-phenoxy)-5,6-dimethoxy-isoquinolin-3-yl]-(5-methyl-1H-pyrazol-3-yl)-amine). Reaction SMILES: [Cl:1][C:2]1[CH:7]=[CH:6][C:5]([OH:8])=[CH:4][CH:3]=1.Cl[C:10]1[C:19]2[C:14](=[C:15]([O:22][CH3:23])[C:16]([O:20][CH3:21])=[CH:17][CH:18]=2)[CH:13]=[C:12]([NH:24][C:25]2[CH:29]=[C:28]([CH3:30])[NH:27][N:26]=2)[N:11]=1>>[Cl:1][C:2]1[CH:7]=[CH:6][C:5]([O:8][C:10]2[C:19]3[C:14](=[C:15]([O:22][CH3:23])[C:16]([O:20][CH3:21])=[CH:17][CH:18]=3)[CH:13]=[C:12]([NH:24][C:25]3[CH:29]=[C:28]([CH3:30])[NH:27][N:26]=3)[N:11]=2)=[CH:4][CH:3]=1. Procedure: Similar procedure as described in example 10 was used, starting from 4-chloro-phenol and (1-Chloro-5,6-dimethoxy-isoquinolin-3-yl)-(5-methyl-1H-pyrazol-3-yl)-amine to give [1-(4-chloro-phenoxy)-5,6-dimethoxy-isoquinolin-3-yl]-(5-methyl-1H-pyrazol-3-yl)-amine. LC-MS m/e 411 (MH+). Starting materials: C(C1=CC=CC=C1)=O (benzaldehyde), NC1=CC=CC=C1 (aniline), C(=O)(OC(C)(C)C)N1CC(C=C1)C (N-Boc-3-methyldihydropyrrole). The reagents and catalysts are C(F)(F)(F)S(=O)(=O)[O-].C(F)(F)(F)S(=O)(=O)[O-].C(F)(F)(F)S(=O)(=O)[O-].[Dy+3] (Dy(OTf)3). Solvent: C(C)#N (acetonitrile). Reaction conditions: time 30 minute. The product is C[C@@]12[C@@H](NC=3C=CC=CC3[C@@H]1N(CC2)C(=O)OC(C)(C)C)C2=CC=CC=C2 (tert-Butyl (3aR*,4S*,9bR*)-3a-methyl-4-phenyl-2,3,3a,4,5,9b-hexahydro-1H-pyrrolo[3,2-c]quinoline-1-carboxylate). The yield is 53.5%. RXN SMILES: [CH:1](=O)[C:2]1[CH:7]=[CH:6][CH:5]=[CH:4][CH:3]=1.[NH2:9][C:10]1[CH:15]=[CH:14][CH:13]=[CH:12][CH:11]=1.[C:16]([N:23]1[CH:27]=[CH:26][CH:25]([CH3:28])[CH2:24]1)([O:18][C:19]([CH3:22])([CH3:21])[CH3:20])=[O:17]>C(S([O-])(=O)=O)(F)(F)F.C(S([O-])(=O)=O)(F)(F)F.C(S([O-])(=O)=O)(F)(F)F.[Dy+3].C(#N)C>[CH3:28][C@:25]12[CH2:26][CH2:27][N:23]([C:16]([O:18][C:19]([CH3:20])([CH3:22])[CH3:21])=[O:17])[C@H:24]1[C:11]1[CH:12]=[CH:13][CH:14]=[CH:15][C:10]=1[NH:9][C@H:1]2[C:2]1[CH:7]=[CH:6][CH:5]=[CH:4][CH:3]=1 |f:3.4.5.6|. Procedure: To a mixture of benzaldehyde (425 mg, 4.0 mmol), aniline (372 mg, 4.0 mmol) and acetonitrile (8 ml) were added N-Boc-3-methyldihydropyrrole (732 mg, 4.0 mmol) and Dy(OTf)3 (122 mg, 0.19 mmol) under ice-cooling, and the mixture was stirred at the same temperature for 30 min., and at room temperature for 1 hr. The reaction mixture was concentrated under reduced pressure, water was added and the mixture was extracted with ethyl acetate. The extract was washed with saturated brine, dried (over anhyd... Starting materials: ClC1=CC=C(N=N1)N1CCC(CC1)NC(OCC)=O (ethyl [1-(6-chloro-3-pyridazinyl)-4-piperidinyl]carbamate), Cl (hydrochloric acid). The product is ClC1=CC=C(N=N1)N1CCC(CC1)N (1-(6-chloro-3-pyridazinyl)-4-piperidinamine). The yield is 82.0%. As a reaction SMILES: [Cl:1][C:2]1[N:7]=[N:6][C:5]([N:8]2[CH2:13][CH2:12][CH:11]([NH:14]C(=O)OCC)[CH2:10][CH2:9]2)=[CH:4][CH:3]=1.Cl>>[Cl:1][C:2]1[N:7]=[N:6][C:5]([N:8]2[CH2:13][CH2:12][CH:11]([NH2:14])[CH2:10][CH2:9]2)=[CH:4][CH:3]=1. Procedure details: A mixture of 6 parts of ethyl [1-(6-chloro-3-pyridazinyl)-4-piperidinyl]carbamate and 60 parts of concentrate hydrochloric acid was stirred and refluxed for 24 hours. The reaction mixture was evaporated. Water was added and the whole was treated with concentrate ammonium hydroxide. The product was extracted with trichloromethane. The extract was dried, filtered and evaporated, yielding 3.8 parts (82%) of 1-(6-chloro-3-pyridazinyl)-4-piperidinamine: mp. 260° C. (dec.) (compound 225). Starting materials: NC1=CC=CC=C1 (Aniline), CCN(C(C)C)C(C)C (DIPEA), BrC1=CC(=C(C=C1)[N+](=O)[O-])F (4-bromo-2-fluoro-1-nitrobenzene). Run in CS(=O)C (DMSO), O (water). Run at temperature 60 celsius, time 4 hour. The product is BrC=1C=CC(=C(NC2=CC=CC=C2)C1)[N+](=O)[O-] (5-bromo-2-nitro-N-phenylaniline). As a reaction SMILES: [NH2:1][C:2]1[CH:7]=[CH:6][CH:5]=[CH:4][CH:3]=1.CCN(C(C)C)C(C)C.[Br:17][C:18]1[CH:23]=[CH:22][C:21]([N+:24]([O-:26])=[O:25])=[C:20](F)[CH:19]=1>CS(C)=O.O>[Br:17][C:18]1[CH:23]=[CH:22][C:21]([N+:24]([O-:26])=[O:25])=[C:20]([CH:19]=1)[NH:1][C:2]1[CH:7]=[CH:6][CH:5]=[CH:4][CH:3]=1. Procedure details: Aniline (930 mg, 10.0 mmol) was added to a solution of DIPEA (1.94 g, 15.0 mmol) and 4-bromo-2-fluoro-1-nitrobenzene (2.2 g, 10.0 mmol) in DMSO (16 mL). The reaction mixture was stirred at 60° C. for 4 h. Upon completion, the mixture was diluted with water (50 mL), and the resulting precipitate collected by filtration, washed with water and dried in vacuo. The crude product was used in next step without further purification. LCMS (m/z): 293.1/294.1 [M+H]+/[M+2H]+ Reactants: CCOC(=O)C(Cc1ccc(OCCNC(=O)c2ccc(-c3ccccn3)cc2)c(Cl)c1)Oc1ccccc1, [Na+], [OH-]. The product is O=C(NCCOc1ccc(CC(Oc2ccccc2)C(=O)O)cc1Cl)c1ccc(-c2ccccn2)cc1. Reaction SMILES: [Cl:1][c:2]1[cH:3][c:4]([CH2:26][CH:27]([C:28](=[O:29])[O:30][CH2:31][CH3:32])[O:33][c:34]2[cH:35][cH:36][cH:37][cH:38][cH:39]2)[cH:5][cH:6][c:7]1[O:8][CH2:9][CH2:10][NH:11][C:12]([c:13]1[cH:14][cH:15][c:16](-[c:19]2[n:20][cH:21][cH:22][cH:23][cH:24]2)[cH:17][cH:18]1)=[O:25].[Na+:41].[OH-:40]>>[Cl:1][c:2]1[cH:3][c:4]([CH2:26][CH:27]([C:28](=[O:29])[OH:30])[O:33][c:34]2[cH:35][cH:36][cH:37][cH:38][cH:39]2)[cH:5][cH:6][c:7]1[O:8][CH2:9][CH2:10][NH:11][C:12]([c:13]1[cH:14][cH:15][c:16](-[c:19]2[n:20][cH:21][cH:22][cH:23][cH:24]2)[cH:17][cH:18]1)=[O:25]. Starting materials: O1CC(CCC1)N (tetrahydropyran-3-ylamine), O1CC(CCC1)N (tetrahydropyran-3-ylamine), FC1=C(C=CC=C1)[N+](=O)[O-] (1-fluoro-2-nitrobenzene), C([O-])([O-])=O.[K+].[K+] (potassium carbonate). The solvent is CN(C)C=O (DMF), CN(C)C=O (DMF). Reaction conditions: temperature 135 celsius, time 30 minute. The product is [N+](=O)([O-])C1=C(C=CC=C1)NC1COCCC1 ((2-Nitrophenyl)(tetrahydropyran-3-yl)amine). Isolated yield 81.1%. Reaction SMILES: [O:1]1[CH2:6][CH2:5][CH2:4][CH:3]([NH2:7])[CH2:2]1.F[C:9]1[CH:14]=[CH:13][CH:12]=[CH:11][C:10]=1[N+:15]([O-:17])=[O:16].C(=O)([O-])[O-].[K+].[K+]>CN(C=O)C>[N+:15]([C:10]1[CH:11]=[CH:12][CH:13]=[CH:14][C:9]=1[NH:7][CH:3]1[CH2:4][CH2:5][CH2:6][O:1][CH2:2]1)([O-:17])=[O:16] |f:2.3.4|. Reported procedure: A solution of tetrahydropyran-3-ylamine (0.43 g, 4.05 mmol) in DMF (2 mL) was added to a mixture of 1-fluoro-2-nitrobenzene (0.57 g, 4.05 mmol) and potassium carbonate (1.68 g, 12.1 mmol) in DMF (10 mL). The reaction mixture was heated for 1 h at 135° C. under microwave irradiation. Additional tetrahydropyran-3-ylamine (40 mg) was added and microwave irradiation at 135° C. was continued for further 30 min. Volatiles were then removed in vacuo and the resulting residue was partitioned between EtO... The reactants are CC(=O)O, CC(C)=O, N=C(NO)c1cnc2c(c1)N(S(=O)(=O)c1ccc(C(F)(F)F)cc1)CCO2. Yields the product CC1(C)N=C(c2cnc3c(c2)N(S(=O)(=O)c2ccc(C(F)(F)F)cc2)CCO3)NO1. As a reaction SMILES: [CH3:28][C:29](=[O:30])[OH:31].[CH3:32][C:33]([CH3:34])=[O:35].[OH:1][NH:2][C:3](=[NH:4])[c:5]1[cH:6][c:7]2[c:8]([n:26][cH:27]1)[O:9][CH2:10][CH2:11][N:12]2[S:13](=[O:14])(=[O:15])[c:16]1[cH:17][cH:18][c:19]([C:22]([F:23])([F:24])[F:25])[cH:20][cH:21]1>>[O:1]1[NH:2][C:3]([c:5]2[cH:6][c:7]3[c:8]([n:26][cH:27]2)[O:9][CH2:10][CH2:11][N:12]3[S:13](=[O:14])(=[O:15])[c:16]2[cH:17][cH:18][c:19]([C:22]([F:23])([F:24])[F:25])[cH:20][cH:21]2)=[N:4][C:33]1([CH3:32])[CH3:34]. Starting materials: FC(C(=O)O)(F)F (Trifluoroacetic acid), C(C)(C)(C)OC(=O)C(C)ON=C(C(=O)NC1[C@@H]2N(C(=C(CS2)C=C)C(=O)OC(C2=CC=CC=C2)C2=CC=CC=C2)C1=O)C1=NSC(=N1)N (benzhydryl 7-[2-(1-tert-butoxycarbonylethoxyimino)-2-(5-amino-1,2,4-thiadiazol-3-yl)acetamido]-3-vinyl-3-cephem-4-carboxylate), resultant solution, C(C)(C)OC(C)C (diisopropyl ether). Run in C(Cl)Cl (methylene chloride), C1(=CC=CC=C1)OC (anisole). Run at time 1 hour. Yields the product C(=O)(O)C(C)ON=C(C(=O)NC1[C@@H]2N(C(=C(CS2)C=C)C(=O)O)C1=O)C1=NSC(=N1)N (7-[2-(1-carboxyethoxyimino)-2-(5-amino-1,2,4-thiadiazol-3-yl)acetamido]-3-vinyl-3-cephem-4-carboxylic acid). Yield: 33.8%. As a reaction SMILES: FC(F)(F)C(O)=O.C([O:12][C:13]([CH:15]([O:17][N:18]=[C:19]([C:50]1[N:54]=[C:53]([NH2:55])[S:52][N:51]=1)[C:20]([NH:22][CH:23]1[C:48](=[O:49])[N:25]2[C:26]([C:32]([O:34]C(C3C=CC=CC=3)C3C=CC=CC=3)=[O:33])=[C:27]([CH:30]=[CH2:31])[CH2:28][S:29][C@H:24]12)=[O:21])[CH3:16])=[O:14])(C)(C)C.C(OC(C)C)(C)C>C(Cl)Cl.C1(OC)C=CC=CC=1>[C:13]([CH:15]([O:17][N:18]=[C:19]([C:50]1[N:54]=[C:53]([NH2:55])[S:52][N:51]=1)[C:20]([NH:22][CH:23]1[C:48](=[O:49])[N:25]2[C:26]([C:32]([OH:34])=[O:33])=[C:27]([CH:30]=[CH2:31])[CH2:28][S:29][C@H:24]12)=[O:21])[CH3:16])([OH:14])=[O:12]. Procedure: Trifluoroacetic acid (9.6 ml) was added to a solution of benzhydryl 7-[2-(1-tert-butoxycarbonylethoxyimino)-2-(5-amino-1,2,4-thiadiazol-3-yl)acetamido]-3-vinyl-3-cephem-4-carboxylate (syn isomer) (2.4 g) in methylene chloride (5 ml) and anisole (2.4 ml) under ice-cooling, and the mixture was stirred for 1 hour at room temperature. The resultant solution was added dropwise to diisopropyl ether (100 ml) and the precipitates were collected by filtration. The precipitates were added to a mixture of ... Starting materials: CCc1nnc(-c2cc(Cl)c(F)cc2NS(=O)(=O)c2ccc(C(C)(C)C)cc2)n1C, C1CCOC1, CCOC(C)=O, [NH4+], [OH-], O. Yields the product Cn1c(C(N)=O)nnc1-c1cc(Cl)c(F)cc1NS(=O)(=O)c1ccc(C(C)(C)C)cc1. Reaction SMILES: [C:1]([CH3:2])([CH3:3])([CH3:4])[c:5]1[cH:6][cH:7][c:8]([S:11](=[O:12])(=[O:13])[NH:14][c:15]2[c:16](-[c:23]3[n:24][n:25][c:26]([CH2:29][CH3:30])[n:27]3[CH3:28])[cH:17][c:18]([Cl:22])[c:19]([F:21])[cH:20]2)[cH:9][cH:10]1.[CH2:31]1[O:32][CH2:33][CH2:34][CH2:35]1.[CH3:39][CH2:40][O:41][C:42]([CH3:43])=[O:44].[NH4+:37].[OH-:36].[OH2:38]>>[C:1]([CH3:2])([CH3:3])([CH3:4])[c:5]1[cH:6][cH:7][c:8]([S:11](=[O:12])(=[O:13])[NH:14][c:15]2[c:16](-[c:23]3[n:24][n:25][c:26]([C:29](=[O:36])[NH2:37])[n:27]3[CH3:28])[cH:17][c:18]([Cl:22])[c:19]([F:21])[cH:20]2)[cH:9][cH:10]1.